Task: describe an organic reaction: reactants, conditions, products, and yield. Dataset: the Open Reaction Database (ORD), a public repository of structured organic reaction records The reactants are NC=1SC(=C(N1)C(=O)N1[C@H]2C[C@H]2C[C@H]1CN)C1=CC(=CC=C1)F ([2-amino-5-(3-fluoro-phenyl)-thiazol-4-yl]-((1S,3S,5S)-3-aminomethyl-2-aza-bicyclo[3.1.0]hex-2-yl)-methanone), C(C)C1=C(C(=NO1)C)C(=O)O (5-ethyl-3-methyl-isoxazole-4-carboxylic acid). The product is NC=1SC(=C(N1)C(=O)N1[C@H]2C[C@H]2C[C@H]1CNC(=O)C=1C(=NOC1CC)C)C1=CC(=CC=C1)F (5-ethyl-3-methyl-isoxazole-4-carboxylic acid {(1S,3S,5S)-2-[2-amino-5-(3-fluoro-phenyl)-thiazole-4-carbonyl]-2-aza-bicyclo[3.1.0]hex-3-ylmethyl}-amide). Reaction SMILES: [NH2:1][C:2]1[S:3][C:4]([C:17]2[CH:22]=[CH:21][CH:20]=[C:19]([F:23])[CH:18]=2)=[C:5]([C:7]([N:9]2[C@H:14]([CH2:15][NH2:16])[CH2:13][C@H:12]3[C@@H:10]2[CH2:11]3)=[O:8])[N:6]=1.[CH2:24]([C:26]1[O:30][N:29]=[C:28]([CH3:31])[C:27]=1[C:32](O)=[O:33])[CH3:25]>>[NH2:1][C:2]1[S:3][C:4]([C:17]2[CH:22]=[CH:21][CH:20]=[C:19]([F:23])[CH:18]=2)=[C:5]([C:7]([N:9]2[C@H:14]([CH2:15][NH:16][C:32]([C:27]3[C:28]([CH3:31])=[N:29][O:30][C:26]=3[CH2:24][CH3:25])=[O:33])[CH2:13][C@H:12]3[C@@H:10]2[CH2:11]3)=[O:8])[N:6]=1. Procedure: prepared by reaction of [2-amino-5-(3-fluoro-phenyl)-thiazol-4-yl]-((1S,3S,5S)-3-aminomethyl-2-aza-bicyclo[3.1.0]hex-2-yl)-methanone with 5-ethyl-3-methyl-isoxazole-4-carboxylic acid. LC-MS (basic): tR=0.80 min; [M+H]+=470.1. The reactants are C(C)(C)(C)OC(=O)N1C[C@@H](CC1)NC ((R)-3-methylaminopyrrolidine-1-carboxylic acid tert-butyl ester), [I-].[Na+] (Sodium iodide), N=1N=CN(C1)C=1C=C2C(=CNC2=CC1)CCOS(=O)(=O)C (methanesulphonic acid 2-[5-(1,2,4-triazol-4-yl)-1H-indol-3-yl]ethyl ester), C([O-])([O-])=O.[K+].[K+] (potassium carbonate), alcohol. Run in C(C)(C)O (isopropanol). Run at time 20 hour. Yields the product C(C)(C)(C)OC(=O)N1C[C@@H](CC1)N(CCC1=CNC2=CC=C(C=C12)N1C=NN=C1)C ((R)-3-[N-Methyl-N-[2-(5-(1,2,4-triazol-4-yl)-1H-indol-3-yl)ethyl]amino]pyrrolidine-1-carboxylic acid tert-butyl ester). As a reaction SMILES: [I-].[Na+].[N:3]1[N:4]=[CH:5][N:6]([C:8]2[CH:9]=[C:10]3[C:14](=[CH:15][CH:16]=2)[NH:13][CH:12]=[C:11]3[CH2:17][CH2:18]OS(C)(=O)=O)[CH:7]=1.[C:24]([O:28][C:29]([N:31]1[CH2:35][CH2:34][C@@H:33]([NH:36][CH3:37])[CH2:32]1)=[O:30])([CH3:27])([CH3:26])[CH3:25].C(=O)([O-])[O-].[K+].[K+]>C(O)(C)C>[C:24]([O:28][C:29]([N:31]1[CH2:35][CH2:34][C@@H:33]([N:36]([CH3:37])[CH2:18][CH2:17][C:11]2[C:10]3[C:14](=[CH:15][CH:16]=[C:8]([N:6]4[CH:7]=[N:3][N:4]=[CH:5]4)[CH:9]=3)[NH:13][CH:12]=2)[CH2:32]1)=[O:30])([CH3:27])([CH3:26])[CH3:25] |f:0.1,4.5.6|. Procedure details: Sodium iodide (300 mg, 2.0 mmol) was added to a stirred solution/suspension of methanesulphonic acid 2-[5-(1,2,4-triazol-4-yl)-1H-indol-3-yl]ethyl ester (prepared from the corresponding alcohol, WO 95/32196) (600 mg, 2.0 mmol), (R)-3-methylaminopyrrolidine-1-carboxylic acid tert-butyl ester (600 mg, 3.0 mmol) and potassium carbonate (830 mg, 6.0 mmol) in dry isopropanol (50 ml) at room temperature under nitrogen. The mixture was stirred and heated at reflux, protected from light for 20 hours. Up... Starting materials: O=C1NC2=CC[C@H]3[C@@H]4CC[C@@H]([C@@]4(C)CC[C@@H]3[C@]2(CC1)C)C(=O)O (3-oxo-4-aza-5-androstene-17β-carboxylic Acid), C(C)(=O)[O-].[NH4+] (ammonium acetate). Solvent: C(C)(=O)O (acetic acid). Conditions: time 30 minute. Yields the product C[C@]12CC[C@H]3[C@H]([C@@H]1CC[C@@H]2C(=O)O)CC[C@@H]4[C@@]3(CCC(=O)N4)C (4-aza-5α-androstan-3-one-17β-carboxylic Acid). As a reaction SMILES: [O:1]=[C:2]1[CH2:19][CH2:18][C@@:17]2([CH3:20])[C:4](=[CH:5][CH2:6][C@@H:7]3[C@@H:16]2[CH2:15][CH2:14][C@@:12]2([CH3:13])[C@H:8]3[CH2:9][CH2:10][C@@H:11]2[C:21]([OH:23])=[O:22])[NH:3]1.C([O-])(=O)C.[NH4+]>C(O)(=O)C>[CH3:13][C@@:12]12[C@@H:11]([C:21]([OH:23])=[O:22])[CH2:10][CH2:9][C@H:8]1[C@@H:7]1[CH2:6][CH2:5][C@H:4]3[NH:3][C:2](=[O:1])[CH2:19][CH2:18][C@:17]3([CH3:20])[C@H:16]1[CH2:15][CH2:14]2 |f:1.2|. Procedure details: The hydrogenation vessel was charged with acetic acid (530 l), 3-oxo-4-aza-5-androstene-17β-carboxylic acid 2 (33.5 kg.), and ammonium acetate (1.0 kg, 0.1 eq.). After purging at 20-25° C. with nitrogen, the platinum oxide catalyst (3.0 kg.) was charged, the stirrer started and the temperature adjusted to 20-25° C. After purging with hydrogen, the stirring batch was allowed to take up hydrogen. After 30 minutes at ≦30° C., the temperature was adjusted to 60-65° C., and stirring continued until h... Starting materials: COC1=CC=C(COC2=C(C=C(C=C2)C2=C3C=CN(C3=CC=C2)[Si](C(C)C)(C(C)C)C(C)C)C(=O)C=2C=NC=CC2)C=C1 ([2-(4-methoxy-benzyloxy)-5-(1-triisopropylsilanyl-1H-indol-4-yl)-phenyl]-pyridin-3-yl-methanone), C(=O)(C(F)(F)F)O (TFA), C(=O)(O)[O-].[Na+] (NaHCO3). Solvent: ClCCl (dichloromethane), CSC (dimethylsulfide). Run at temperature 0 celsius, time 30 minute. Product: OC1=C(C=C(C=C1)C1=C2C=CNC2=CC=C1)C(=O)C=1C=NC=CC1 ([2-hydroxy-5-(1H-indol-4-yl)-phenyl]-pyridin-3-yl-methanone). Yield: 14.1%. Reaction SMILES: COC1C=CC(C[O:8][C:9]2[CH:14]=[CH:13][C:12]([C:15]3[CH:23]=[CH:22][CH:21]=[C:20]4[C:16]=3[CH:17]=[CH:18][N:19]4[Si](C(C)C)(C(C)C)C(C)C)=[CH:11][C:10]=2[C:34]([C:36]2[CH:37]=[N:38][CH:39]=[CH:40][CH:41]=2)=[O:35])=CC=1.C(O)(C(F)(F)F)=O.C([O-])(O)=O.[Na+]>ClCCl.CSC>[OH:8][C:9]1[CH:14]=[CH:13][C:12]([C:15]2[CH:23]=[CH:22][CH:21]=[C:20]3[C:16]=2[CH:17]=[CH:18][NH:19]3)=[CH:11][C:10]=1[C:34]([C:36]1[CH:37]=[N:38][CH:39]=[CH:40][CH:41]=1)=[O:35] |f:2.3|. Procedure details: To a solution of [2-(4-methoxy-benzyloxy)-5-(1-triisopropylsilanyl-1H-indol-4-yl)-phenyl]-pyridin-3-yl-methanone (42 mg, 0.07 mmol) in dichloromethane (0.5 mL) and dimethylsulfide (0.5 mL) at 0° C. was added TFA (1 mL) dropwise. After stirring at 0° C. for 30 mins, the starting material was gone. Saturated aqueous NaHCO3 was added to adjust the pH of the mixture to around 6, and the reaction mixture was extracted with EtOAc several times. The combined EtOAc layers were washed with brine, dried a... Reactants: NC1=NC2=C(N1C1=CC(=CC=C1)I)C=CC(=C2)C(F)(F)F (1-(2-amino-5-trifluoromethyl-1-benzimidazolyl)-3-iodobenzene), S1C(=CC=C1)B(O)O (2-thienylboronic acid). Product: FC(C1=CC2=C(N=CN2)C=C1)(F)F (5-trifluoromethylbenzimidazole). Reaction SMILES: N[C:2]1[N:6](C2C=CC=C(I)C=2)[C:5]2[CH:14]=[CH:15][C:16]([C:18]([F:21])([F:20])[F:19])=[CH:17][C:4]=2[N:3]=1.S1C=CC=C1B(O)O>>[F:21][C:18]([F:19])([F:20])[C:16]1[CH:15]=[CH:14][C:5]2[N:6]=[CH:2][NH:3][C:4]=2[CH:17]=1. Procedure details: 2-Amino-1-]3(2-thienyl)phenyl]-5-trifluoromethylbenzimidazole was prepared from 1-(2-amino-5-trifluoromethyl-1-benzimidazolyl)-3-iodobenzene and 2-thienylboronic acid according method B. mp 89°-91° C. As a reaction SMILES: [C:1]1([P:7]([Cl:9])[Cl:8])[CH:6]=[CH:5][CH:4]=[CH:3][CH:2]=1.[CH2:10]([NH:12][CH2:13][CH3:14])[CH3:11]>C1(C)C=CC=CC=1>[CH2:10]([N:12]([CH2:13][CH3:14])[PH:7]([Cl:9])([Cl:8])[C:1]1[CH:6]=[CH:5][CH:4]=[CH:3][CH:2]=1)[CH3:11]. Procedure: Phenyldichlorophosphine (4.47 g, 25.0 mmol) was dissolved in 80 mL of toluene and then cooled to 0° C. under N2. Diethylamine (3.65 g, 50.0 mmol) was added dropwise and the resulting reaction mixture was allowed to warm-up to room temperature (ca. 20° C.) overnight (ca. 12 hrs). Reaction was then filtered and the liquid phase was concentrated to give 5.25 g (97% yield) of N,N-diethyl-phenylphosphoramidous chloride. Yield: 83.3%. Product: C(C)N(P(C1=CC=CC=C1)(Cl)Cl)CC (N,N-diethyl-phenylphosphoramidous chloride). Run in C1(=CC=CC=C1)C (toluene). Reaction conditions: temperature 0 celsius. Starting materials: C1(=CC=CC=C1)P(Cl)Cl (Phenyldichlorophosphine), C(C)NCC (Diethylamine). Starting materials: CCO, [Cl-], COc1ccc(Cn2nc(I)c3cc([N+](=O)[O-])cnc32)cc1, [NH4+], O. Yields the product COc1ccc(Cn2nc(I)c3cc(N)cnc32)cc1. As a reaction SMILES: [CH3:23][CH2:24][OH:25].[Cl-:26].[I:1][c:2]1[n:3][n:4]([CH2:14][c:15]2[cH:16][cH:17][c:18]([O:21][CH3:22])[cH:19][cH:20]2)[c:5]2[n:6][cH:7][c:8]([N+:11]([O-:12])=[O:13])[cH:9][c:10]12.[NH4+:27].[OH2:28]>>[I:1][c:2]1[n:3][n:4]([CH2:14][c:15]2[cH:16][cH:17][c:18]([O:21][CH3:22])[cH:19][cH:20]2)[c:5]2[n:6][cH:7][c:8]([NH2:11])[cH:9][c:10]12. The reactants are O=C(Cl)c1ccc2c(c1)COC2=O, C1COCCO1, C1CCOC1. Yields the product O=Cc1ccc2c(c1)COC2=O. Reaction SMILES: [Cl:1][C:2](=[O:3])[c:4]1[cH:5][c:6]2[c:11]([cH:12][cH:13]1)[C:9](=[O:10])[O:8][CH2:7]2.[O:14]1[CH2:15][CH2:16][O:17][CH2:18][CH2:19]1.[O:20]1[CH2:21][CH2:22][CH2:23][CH2:24]1>>[CH:2](=[O:3])[c:4]1[cH:5][c:6]2[c:11]([cH:12][cH:13]1)[C:9](=[O:10])[O:8][CH2:7]2.